This data is from the Open Reaction Database (ORD), a public repository of structured organic reaction records. The task is: describe an organic reaction: reactants, conditions, products, and yield The reactants are CCOC(=O)/N=N/C(=O)OCC (DEAD), ice, C(C)(C)(C)OC([C@@H](NC(C1=C(C=CC=C1Cl)Cl)=O)CC1=CC=C(C=C1)C1=C(C=C(C=C1OC)CO)OC)=O (N-(2,6-dichlorobenzoyl)-4-[2,6-dimethoxy-4-(hydroxymethyl)phenyl]-L-phenylalanine tert-butyl ester), C1(=CC=CC=C1)P(C1=CC=CC=C1)C1=CC=CC=C1 (triphenylphosphine), C1(CCC(N1)=O)=O (succinimide). The solvent is C1CCOC1 (THF). Run at temperature 0 celsius, time 30 minute. Yields the product C(C)(C)(C)OC([C@@H](NC(C1=C(C=CC=C1Cl)Cl)=O)CC1=CC=C(C=C1)C1=C(C=C(C=C1OC)CN1C(CCC1=O)=O)OC)=O (N-(2,6-dichlorobenzoyl)-4-[2,6-dimethoxy-4-(succinimidomethyl)phenyl]-L-phenylalanine tert-butyl ester). Isolated yield 48.2%. Reaction SMILES: CCOC(/N=N/C(OCC)=O)=O.[C:13]([O:17][C:18](=[O:50])[C@H:19]([CH2:31][C:32]1[CH:37]=[CH:36][C:35]([C:38]2[C:43]([O:44][CH3:45])=[CH:42][C:41]([CH2:46]O)=[CH:40][C:39]=2[O:48][CH3:49])=[CH:34][CH:33]=1)[NH:20][C:21](=[O:30])[C:22]1[C:27]([Cl:28])=[CH:26][CH:25]=[CH:24][C:23]=1[Cl:29])([CH3:16])([CH3:15])[CH3:14].C1(P(C2C=CC=CC=2)C2C=CC=CC=2)C=CC=CC=1.[C:70]1(=[O:76])[NH:74][C:73](=[O:75])[CH2:72][CH2:71]1>C1COCC1>[C:13]([O:17][C:18](=[O:50])[C@H:19]([CH2:31][C:32]1[CH:37]=[CH:36][C:35]([C:38]2[C:39]([O:48][CH3:49])=[CH:40][C:41]([CH2:46][N:74]3[C:73](=[O:75])[CH2:72][CH2:71][C:70]3=[O:76])=[CH:42][C:43]=2[O:44][CH3:45])=[CH:34][CH:33]=1)[NH:20][C:21](=[O:30])[C:22]1[C:23]([Cl:29])=[CH:24][CH:25]=[CH:26][C:27]=1[Cl:28])([CH3:15])([CH3:16])[CH3:14]. Procedure: DEAD (0.13 mL) was added to an ice-cooled solution of N-(2,6-dichlorobenzoyl)-4-[2,6-dimethoxy-4-(hydroxymethyl)phenyl]-L-phenylalanine tert-butyl ester (250 mg), triphenylphosphine (175 mg) and succinimide (90 mg) in THF (3 mL) under N. The mixture was stirred at 0° C. for 30 min, and warmed to room temperature and stirred for 2 h. The mixture was partitioned between H2O and EtOAc, and the aqueous layer was extracted with EtOAC. The combined organic layer was dried (MgSO4), and concentrated in ...